describe an organic reaction: reactants, conditions, products, and yield From a dataset of the Open Reaction Database (ORD), a public repository of structured organic reaction records. Starting materials: CN(C)C, CCO, O=[N+]([O-])c1ccc(Cl)nc1. The product is CN(C)c1ccc([N+](=O)[O-])cn1. Reaction SMILES: [CH3:11][N:12]([CH3:13])[CH3:14].[CH3:15][CH2:16][OH:17].[Cl:1][c:2]1[n:3][cH:4][c:5]([N+:8](=[O:9])[O-:10])[cH:6][cH:7]1>>[c:2]1([N:12]([CH3:11])[CH3:13])[n:3][cH:4][c:5]([N+:8](=[O:9])[O-:10])[cH:6][cH:7]1. The reactants are O=C(NC1CCNCC1)c1ccccc1, O=C([O-])[O-], O=C(CCCCl)c1ccc(Cl)cc1, [K+], [K+], O. Yields the product O=C(CCCN1CCC(NC(=O)c2ccccc2)CC1)c1ccc(Cl)cc1. Reaction SMILES: [C:14]([c:15]1[cH:16][cH:17][cH:18][cH:19][cH:20]1)(=[O:21])[NH:22][CH:23]1[CH2:24][CH2:25][NH:26][CH2:27][CH2:28]1.[C:29](=[O:30])([O-:31])[O-:32].[Cl:1][CH2:2][CH2:3][CH2:4][C:5](=[O:6])[c:7]1[cH:8][cH:9][c:10]([Cl:13])[cH:11][cH:12]1.[K+:33].[K+:34].[OH2:35]>>[CH2:2]([CH2:3][CH2:4][C:5](=[O:6])[c:7]1[cH:8][cH:9][c:10]([Cl:13])[cH:11][cH:12]1)[N:26]1[CH2:25][CH2:24][CH:23]([NH:22][C:14]([c:15]2[cH:16][cH:17][cH:18][cH:19][cH:20]2)=[O:21])[CH2:28][CH2:27]1.